Dataset: the Open Reaction Database (ORD), a public repository of structured organic reaction records. Task: describe an organic reaction: reactants, conditions, products, and yield The reactants are C(C)(C)N(CC)C(C)C (diisopropylethylamine), Cl.N1CCC(CC1)=CC=1C=C(OC2=NC=C(C=C2)C(F)(F)F)C=CC1 (2-(3-piperidin-4-ylidenemethyl-phenoxy)-5-trifluoromethyl-pyridine hydrochloride), CC=1C=C(C=NC1)NC(OC1=CC=CC=C1)=O (phenyl 5-methylpyridin-3-ylcarbamate), NC=1C=NC=C(C1)C (3-amino-5-methylpyridine). Solvent: CS(=O)C (DMSO). Run at temperature 60 celsius, time 4 hour. Product: CC=1C=C(C=NC1)NC(=O)N1CCC(CC1)=CC1=CC(=CC=C1)OC1=NC=C(C=C1)C(F)(F)F (N-(5-methylpyridin-3-yl)-4-(3-{[5-(trifluoromethyl)pyridin-2-yl]oxy}benzylidene)piperidine-1-carboxamide). Isolated yield 64.0%. Reaction SMILES: Cl.[NH:2]1[CH2:7][CH2:6][C:5](=[CH:8][C:9]2[CH:10]=[C:11]([CH:23]=[CH:24][CH:25]=2)[O:12][C:13]2[CH:18]=[CH:17][C:16]([C:19]([F:22])([F:21])[F:20])=[CH:15][N:14]=2)[CH2:4][CH2:3]1.[CH3:26][C:27]1[CH:28]=[C:29]([NH:33][C:34](=O)[O:35]C2C=CC=CC=2)[CH:30]=[N:31][CH:32]=1.NC1C=NC=C(C)C=1.C(N(C(C)C)CC)(C)C>CS(C)=O>[CH3:26][C:27]1[CH:28]=[C:29]([NH:33][C:34]([N:2]2[CH2:7][CH2:6][C:5](=[CH:8][C:9]3[CH:25]=[CH:24][CH:23]=[C:11]([O:12][C:13]4[CH:18]=[CH:17][C:16]([C:19]([F:22])([F:20])[F:21])=[CH:15][N:14]=4)[CH:10]=3)[CH2:4][CH2:3]2)=[O:35])[CH:30]=[N:31][CH:32]=1 |f:0.1|. Procedure details: A solution of 2-(3-piperidin-4-ylidenemethyl-phenoxy)-5-trifluoromethyl-pyridine hydrochloride (0.371 g, 1.00 mmol) (from Example 1, Step 5) and phenyl 5-methylpyridin-3-ylcarbamate (0.274 g, 1.2 mmol, prepared according to the procedure described in Synthesis, 1997, 1189-1194 from 3-amino-5-methylpyridine) in DMSO (2.5 mL) was treated with diisopropylethylamine (0.155 g, 1.2 mmol) and the mixture was heated to 60° C. After 4 h, the reaction mixture was partitioned between water and ethyl acetat... The reactants are N#Cc1ccccc1-c1ccc(CBr)cc1, COCC(=O)CC(=O)OC, [H-], [Na+], C1CCOC1. The product is COCC(=O)C(Cc1ccc(-c2ccccc2C#N)cc1)C(=O)OC. Reaction SMILES: [Br:13][CH2:14][c:15]1[cH:16][cH:17][c:18](-[c:21]2[c:22]([C:27]#[N:28])[cH:23][cH:24][cH:25][cH:26]2)[cH:19][cH:20]1.[CH3:1][O:2][CH2:3][C:4]([CH2:5][C:6](=[O:7])[O:8][CH3:9])=[O:10].[H-:11].[Na+:12].[O:29]1[CH2:30][CH2:31][CH2:32][CH2:33]1>>[CH3:1][O:2][CH2:3][C:4]([CH:5]([C:6](=[O:7])[O:8][CH3:9])[CH2:14][c:15]1[cH:16][cH:17][c:18](-[c:21]2[c:22]([C:27]#[N:28])[cH:23][cH:24][cH:25][cH:26]2)[cH:19][cH:20]1)=[O:10]. Yields the product O=C(Cl)c1ccc(-c2cccc3nc(NC(=O)C4CC4)nn23)cc1. The reactants are O=C(O)c1ccc(-c2cccc3nc(NC(=O)C4CC4)nn23)cc1, O=C(Cl)C(=O)Cl, ClCCl, CN(C)C=O. As a reaction SMILES: [CH:6]1([C:9](=[O:10])[NH:11][c:12]2[n:13][n:14]3[c:15]([cH:16][cH:17][cH:18][c:19]3-[c:20]3[cH:21][cH:22][c:23]([C:24](=[O:25])[OH:26])[cH:27][cH:28]3)[n:29]2)[CH2:7][CH2:8]1.[Cl:30][C:31]([C:32]([Cl:33])=[O:34])=[O:35].[Cl:36][CH2:37][Cl:38].[O:1]=[CH:2][N:3]([CH3:4])[CH3:5]>>[CH:6]1([C:9](=[O:10])[NH:11][c:12]2[n:13][n:14]3[c:15]([cH:16][cH:17][cH:18][c:19]3-[c:20]3[cH:21][cH:22][c:23]([C:24](=[O:25])[Cl:30])[cH:27][cH:28]3)[n:29]2)[CH2:7][CH2:8]1. Starting materials: CCOC(=O)C(Cc1ccccc1)Cc1ccccc1, CCO, [Na+], [OH-]. Yields the product O=C(O)C(Cc1ccccc1)Cc1ccccc1. RXN SMILES: [CH2:1]([CH3:2])[O:3][C:4]([CH:5]([CH2:6][c:7]1[cH:8][cH:9][cH:10][cH:11][cH:12]1)[CH2:13][c:14]1[cH:15][cH:16][cH:17][cH:18][cH:19]1)=[O:20].[CH3:23][CH2:24][OH:25].[Na+:22].[OH-:21]>>[O:3]=[C:4]([CH:5]([CH2:6][c:7]1[cH:8][cH:9][cH:10][cH:11][cH:12]1)[CH2:13][c:14]1[cH:15][cH:16][cH:17][cH:18][cH:19]1)[OH:20]. Reactants: C(C(C)C)C1=CC=CC=C1 (Isobutylbenzene), resultant solution, C1(O)=CC(O)=CC=C1 (resorcinol), BrCl (Bromine chloride), C(=O)=O (Dry ice), resultant mixture. The solvent is liquid, S(=O)=O (sulfur dioxide). The product is C(C(C)C)C1=CC=CC=C1 (isobutylbenzene), BrC1=CC=C(C=C1)CC(C)C (para-bromoiso-butylbenzene). The yield is 83.0%. RXN SMILES: [Br:1]Cl.C(=O)=O.[CH2:6]([C:10]1[CH:15]=[CH:14][CH:13]=[CH:12][CH:11]=1)[CH:7]([CH3:9])[CH3:8].C1(C=CC=C(O)C=1)O>S(=O)=O>[CH2:6]([C:10]1[CH:15]=[CH:14][CH:13]=[CH:12][CH:11]=1)[CH:7]([CH3:9])[CH3:8].[Br:1][C:13]1[CH:14]=[CH:15][C:10]([CH2:6][CH:7]([CH3:9])[CH3:8])=[CH:11][CH:12]=1. Procedure: Bromine chloride (Dow, 1.12 g, 9.7 millimMoles) is condensed in a tube using Dry ice cooling, then it is diluted with 20 ml of liquid sulfur dioxide and the resultant solution is cooled to -72° C. Isobutylbenzene (1.57 ml, 10.0 milliMoles) is added, and the resultant mixture is stirred at -70° for 65 minutes before quenched with 1.2 grams (10.9 milliMoles) of resorcinol. Workup and analysis as above gives 8% isobutylbenzene, 6% ortho-, and 83% para-bromoiso-butylbenzene. This result indicates th... The reactants are water ice, C([O-])([O-])=O.[Li+].[Li+] (lithium carbonate), [Br-].[Li+] (lithium bromide), BrC1C(C2=C(CCC1)C=CC(=C2)[N+](=O)[O-])=O (6-bromo-3-nitro-6,7,8,9-tetrahydro [5H] benzocycloheptene-5-one). Solvent: CN(C=O)C (dimethylformamide). Conditions: temperature 100 celsius, time 5 minute. Product: [N+](=O)([O-])C1=CC2=C(CCC=CC2=O)C=C1 (3-nitro-8,9-dihydro [5H] benzocycloheptene-5-one). The yield is 73.2%. RXN SMILES: C(=O)([O-])[O-].[Li+].[Li+].[Br-].[Li+].Br[CH:10]1[CH2:16][CH2:15][CH2:14][C:13]2[CH:17]=[CH:18][C:19]([N+:21]([O-:23])=[O:22])=[CH:20][C:12]=2[C:11]1=[O:24]>CN(C)C=O>[N+:21]([C:19]1[CH:18]=[CH:17][C:13]2[CH2:14][CH2:15][CH:16]=[CH:10][C:11](=[O:24])[C:12]=2[CH:20]=1)([O-:23])=[O:22] |f:0.1.2,3.4|. Procedure details: A mixture of 548 g of lithium carbonate, 548 g of lithium bromide and 5.480 liters of dimethylformamide was heated to 100° C. and 548 g of the product of Step A was added thereto over 5 minutes. The mixture was held at 100° C. for 45 minutes and was then poured into 25 liters of a water-ice-mixture. The mixture was vacuum filtered and the insolubles were extracted 8 times with one liter of methylene chloride. The organic phase was washed with water, dried over sodium sulfate and evaporated to dr... Starting materials: COC1=CC=C(C=C1)C=1N=NC(=CC1C1=CC=C(C=C1)OC)Cl (3,4-bis(4-methoxyphenyl)-6-chloropyridazine), CNC (dimethylamine). Product: COC1=CC=C(C=C1)C=1N=NC(=CC1C1=CC=C(C=C1)OC)N(C)C (3,4-bis(4-methoxyphenyl)-6-(dimethylamino)pyridazine), prisms. Isolated yield 96.5%. As a reaction SMILES: [CH3:1][O:2][C:3]1[CH:8]=[CH:7][C:6]([C:9]2[N:10]=[N:11][C:12](Cl)=[CH:13][C:14]=2[C:15]2[CH:20]=[CH:19][C:18]([O:21][CH3:22])=[CH:17][CH:16]=2)=[CH:5][CH:4]=1.[CH3:24][NH:25][CH3:26]>>[CH3:1][O:2][C:3]1[CH:8]=[CH:7][C:6]([C:9]2[N:10]=[N:11][C:12]([N:25]([CH3:26])[CH3:24])=[CH:13][C:14]=2[C:15]2[CH:20]=[CH:19][C:18]([O:21][CH3:22])=[CH:17][CH:16]=2)=[CH:5][CH:4]=1. Procedure details: In a similar manner as in Example 2, 3,4-bis(4-methoxyphenyl)-6-chloropyridazine (140 mg, 0.43 mmol) and a 40% (W/V) aqueous solution of dimethylamine were reacted as starting materials at 45° C. for 30 hours and post-treatment was then conducted, whereby the title compound was obtained as colorless prisms (139 mg, 96.5%). Melting point: 109.6-110.7° C. (ethyl acetate-hexane).